Dataset: the Open Reaction Database (ORD), a public repository of structured organic reaction records. Task: describe an organic reaction: reactants, conditions, products, and yield The reactants are ClC=1C=C(C=C(C1)F)CC(=O)O (3-chloro-5-fluorophenylacetic acid), C(C1=CC=CC=C1)O (benzyl alcohol). Yields the product C(C1=CC=CC=C1)OC=1C=C(C=C(C1)Cl)CC(=O)O ((3-Benzyloxy-5-chloro-phenyl)-acetic acid). Reaction SMILES: [Cl:1][C:2]1[CH:3]=[C:4]([CH2:9][C:10]([OH:12])=[O:11])[CH:5]=[C:6](F)[CH:7]=1.[CH2:13]([OH:20])[C:14]1[CH:19]=[CH:18][CH:17]=[CH:16][CH:15]=1>>[CH2:13]([O:20][C:6]1[CH:5]=[C:4]([CH2:9][C:10]([OH:12])=[O:11])[CH:3]=[C:2]([Cl:1])[CH:7]=1)[C:14]1[CH:19]=[CH:18][CH:17]=[CH:16][CH:15]=1. Procedure details: Prepared according to the procedure described in Example 185, Step 1, using the following starting materials: 3-chloro-5-fluorophenylacetic acid and benzyl alcohol. Reactants: C(C)(=O)SCC(=O)N1[C@H](C(=O)O)CC(C1)(CC1=CC=CC=C1)O (1-[2-(Acetylthio)-1-oxoethyl]-4-hydroxy-4-(phenylmethyl)-L-proline), N (ammonia). Product: OC1(C[C@H](N(C1)C(CS)=O)C(=O)O)CC1=CC=CC=C1 (4-hydroxy-1-(2-mercapto-1-oxoethyl)-4-(phenylmethyl)-L-proline). Reaction SMILES: C([S:4][CH2:5][C:6]([N:8]1[CH2:15][C:14]([OH:23])([CH2:16][C:17]2[CH:22]=[CH:21][CH:20]=[CH:19][CH:18]=2)[CH2:13][C@H:9]1[C:10]([OH:12])=[O:11])=[O:7])(=O)C.N>>[OH:23][C:14]1([CH2:16][C:17]2[CH:22]=[CH:21][CH:20]=[CH:19][CH:18]=2)[CH2:15][N:8]([C:6](=[O:7])[CH2:5][SH:4])[C@H:9]([C:10]([OH:12])=[O:11])[CH2:13]1. Procedure: The product from part (b) is treated with concentrated ammonia according to the procedure of Example 2 to yield 4-hydroxy-1-(2-mercapto-1-oxoethyl)-4-(phenylmethyl)-L-proline. The reactants are CS(=O)(=O)c1cccc(CBr)c1, Clc1cc2c(NC3CCNCC3)ncnc2s1. Yields the product CS(=O)(=O)c1cccc(CN2CCC(Nc3ncnc4sc(Cl)cc34)CC2)c1. As a reaction SMILES: [Br:18][CH2:19][c:20]1[cH:21][c:22]([S:26](=[O:27])(=[O:28])[CH3:29])[cH:23][cH:24][cH:25]1.[Cl:1][c:2]1[cH:3][c:4]2[c:5]([n:6][cH:7][n:8][c:9]2[NH:10][CH:11]2[CH2:12][CH2:13][NH:14][CH2:15][CH2:16]2)[s:17]1>>[Cl:1][c:2]1[cH:3][c:4]2[c:5]([n:6][cH:7][n:8][c:9]2[NH:10][CH:11]2[CH2:12][CH2:13][N:14]([CH2:19][c:20]3[cH:21][c:22]([S:26](=[O:27])(=[O:28])[CH3:29])[cH:23][cH:24][cH:25]3)[CH2:15][CH2:16]2)[s:17]1. Starting materials: CC(C)(C)OC(=O)N1CCCN(c2nc3ccccc3n2CCO)CC1, C1CCOC1, c1ccc(P(c2ccccc2)c2ccccc2)cc1, c1nnn[nH]1. Yields the product CC(C)(C)OC(=O)N1CCCN(c2nc3ccccc3n2CCn2cnnn2)CC1. As a reaction SMILES: [C:1]([CH3:2])([CH3:3])([CH3:4])[O:5][C:6](=[O:7])[N:8]1[CH2:9][CH2:10][N:11]([c:15]2[n:16][c:17]3[c:18]([n:19]2[CH2:20][CH2:21][OH:22])[cH:23][cH:24][cH:25][cH:26]3)[CH2:12][CH2:13][CH2:14]1.[O:51]1[CH2:52][CH2:53][CH2:54][CH2:55]1.[c:27]1([P:28]([c:29]2[cH:30][cH:31][cH:32][cH:33][cH:34]2)[c:35]2[cH:36][cH:37][cH:38][cH:39][cH:40]2)[cH:41][cH:42][cH:43][cH:44][cH:45]1.[nH:46]1[n:47][n:48][n:49][cH:50]1>>[C:1]([CH3:2])([CH3:3])([CH3:4])[O:5][C:6](=[O:7])[N:8]1[CH2:9][CH2:10][N:11]([c:15]2[n:16][c:17]3[c:18]([n:19]2[CH2:20][CH2:21][n:46]2[n:47][n:48][n:49][cH:50]2)[cH:23][cH:24][cH:25][cH:26]3)[CH2:12][CH2:13][CH2:14]1.